Dataset: the Open Reaction Database (ORD), a public repository of structured organic reaction records. Task: describe an organic reaction: reactants, conditions, products, and yield Starting materials: O=C(Cl)c1ccccc1, CCCCC1(C(=O)OCC)CCCC1O, ClCCl, c1ccncc1. Product: CCCCC1(C(=O)OCC)CCCC1OC(=O)c1ccccc1. RXN SMILES: [C:22]([c:23]1[cH:24][cH:25][cH:26][cH:27][cH:28]1)(=[O:29])[Cl:30].[CH2:1]([CH2:2][CH2:3][CH3:4])[C:5]1([C:11](=[O:12])[O:13][CH2:14][CH3:15])[CH:6]([OH:10])[CH2:7][CH2:8][CH2:9]1.[CH2:31]([Cl:32])[Cl:33].[cH:16]1[cH:17][cH:18][n:19][cH:20][cH:21]1>>[CH2:1]([CH2:2][CH2:3][CH3:4])[C:5]1([C:11](=[O:12])[O:13][CH2:14][CH3:15])[CH:6]([O:10][C:22]([c:23]2[cH:24][cH:25][cH:26][cH:27][cH:28]2)=[O:29])[CH2:7][CH2:8][CH2:9]1.